This data is from the Open Reaction Database (ORD), a public repository of structured organic reaction records. The task is: describe an organic reaction: reactants, conditions, products, and yield Reactants: BrC=1C=C(CN2N=C(N(C2=O)C[C@@H](C(F)(F)F)O)C2=CC=C(C=C2)Cl)C=C(C1)F (2-(3-Bromo-5-fluorobenzyl)-5-(4-chlorophenyl)-4-[(2S)-3,3,3-trifluoro-2-hydroxypropyl]-2,4-dihydro-3H-1,2,4-triazol-3-one), FC(C1=C(C=CC=C1)B(O)O)(F)F (2-(trifluoromethyl)phenylboronic acid). The product is ClC1=CC=C(C=C1)C=1N(C(N(N1)CC=1C=C(C=C(C1)F)C1=C(C=CC=C1)C(F)(F)F)=O)C[C@@H](C(F)(F)F)O (5-(4-Chlorophenyl)-2-{[5-fluoro-2′-(trifluoromethyl)biphenyl-3-yl]methyl}-4-[(2S)-3,3,3-trifluoro-2-hydroxypropyl]-2,4-dihydro-3H-1,2,4-triazol-3-one). RXN SMILES: Br[C:2]1[CH:3]=[C:4]([CH:26]=[C:27]([F:29])[CH:28]=1)[CH2:5][N:6]1[C:10](=[O:11])[N:9]([CH2:12][C@H:13]([OH:18])[C:14]([F:17])([F:16])[F:15])[C:8]([C:19]2[CH:24]=[CH:23][C:22]([Cl:25])=[CH:21][CH:20]=2)=[N:7]1.[F:30][C:31]([F:42])([F:41])[C:32]1[CH:37]=[CH:36][CH:35]=[CH:34][C:33]=1B(O)O>>[Cl:25][C:22]1[CH:23]=[CH:24][C:19]([C:8]2[N:9]([CH2:12][C@H:13]([OH:18])[C:14]([F:17])([F:16])[F:15])[C:10](=[O:11])[N:6]([CH2:5][C:4]3[CH:3]=[C:2]([C:33]4[CH:34]=[CH:35][CH:36]=[CH:37][C:32]=4[C:31]([F:42])([F:41])[F:30])[CH:28]=[C:27]([F:29])[CH:26]=3)[N:7]=2)=[CH:20][CH:21]=1. Procedure: Analogously to the preparation of Example 122, 59 mg (0.12 mmol) of the compound from Example 103A were reacted with 36 mg (0.18 mmol) of 2-(trifluoromethyl)phenylboronic acid. This gave 43 mg (64% of theory) of the target compound.